This data is from the Open Reaction Database (ORD), a public repository of structured organic reaction records. The task is: describe an organic reaction: reactants, conditions, products, and yield The reactants are CSC(=Nc1cccc(CN(C)C)n1)NC#N, CN, CCO. The product is CNC(=Nc1cccc(CN(C)C)n1)NC#N. Reaction SMILES: [C:1](#[N:2])[NH:3][C:4]([S:5][CH3:6])=[N:7][c:8]1[n:9][c:10]([CH2:14][N:15]([CH3:16])[CH3:17])[cH:11][cH:12][cH:13]1.[CH3:18][NH2:19].[CH3:20][CH2:21][OH:22]>>[C:1](#[N:2])[NH:3][C:4](=[N:7][c:8]1[n:9][c:10]([CH2:14][N:15]([CH3:16])[CH3:17])[cH:11][cH:12][cH:13]1)[NH:19][CH3:18]. The reactants are C[Mg]Br (Methyl magnesium bromide), BrC1=CC2=C(C(C=3C=NC=CC31)=O)C=CC=C2 (5-bromobenzo[5,6]cyclohepta[1,2-c]pyridin-11-one). Solvent: C1CCOC1 (THF). Conditions: time 22 hour. Yields the product BrC1=CC2=C(C(C=3C=NC=CC31)(O)C)C=CC=C2 (5-bromo-11-methylbenzo[5,6]cyclohepta[1,2-c]pyridin-11-ol). As a reaction SMILES: [CH3:1][Mg]Br.[Br:4][C:5]1[C:15]2[CH:14]=[CH:13][N:12]=[CH:11][C:10]=2[C:9](=[O:16])[C:8]2[CH:17]=[CH:18][CH:19]=[CH:20][C:7]=2[CH:6]=1>C1COCC1>[Br:4][C:5]1[C:15]2[CH:14]=[CH:13][N:12]=[CH:11][C:10]=2[C:9]([CH3:1])([OH:16])[C:8]2[CH:17]=[CH:18][CH:19]=[CH:20][C:7]=2[CH:6]=1. Procedure: Methyl magnesium bromide (27.6 ml., 2.9 M in ether) is added dropwise to a solution of 5-bromobenzo[5,6]cyclohepta[1,2-c]pyridin-11-one (20.02 g., 0.07 mol) in dry THF (300 ml.) with cooling. When addition is complete, the cooling bath is removed and the mixture is stirred for 20-24 hours. The solvent is removed in vacuo, the residue is taken up in water (300 ml.) and acidified by the addition of acetic acid. The solid that forms is collected, washed with water then recrystallized from 2-propano... Starting materials: O=C([O-])[O-], Oc1cccc(C2C3CCC2CNC3)c1, O=C(Cl)OCc1ccccc1, ClCCl, Cl, [Na+], [Na+], [Na+], [OH-]. The product is O=C(OCc1ccccc1)N1CC2CCC(C1)C2c1cccc(O)c1. Reaction SMILES: [C:17](=[O:18])([O-:19])[O-:20].[CH:1]12[CH2:2][NH:3][CH2:4][CH:5]([CH2:6][CH2:7]1)[CH:8]2[c:9]1[cH:10][c:11]([OH:15])[cH:12][cH:13][cH:14]1.[Cl:23][C:24](=[O:25])[O:26][CH2:27][c:28]1[cH:29][cH:30][cH:31][cH:32][cH:33]1.[Cl:36][CH2:37][Cl:38].[ClH:16].[Na+:21].[Na+:22].[Na+:35].[OH-:34]>>[CH:1]12[CH2:2][N:3]([C:24](=[O:25])[O:26][CH2:27][c:28]3[cH:29][cH:30][cH:31][cH:32][cH:33]3)[CH2:4][CH:5]([CH2:6][CH2:7]1)[CH:8]2[c:9]1[cH:10][c:11]([OH:15])[cH:12][cH:13][cH:14]1. Starting materials: CO (methanol), C(C)O (ethyl alcohol), C(C)(=O)OCC (ethyl acetate), C(CC)O (propyl alcohol). The reagents and catalysts are [CH-]=O.[CH-]=O.[C-]#[O+].[C-]#[O+].[C-]#[O+].[C-]#[O+].[C-]#[O+].[C-]#[O+].[Co].[Co+2] (dicobalt octacarbonyl). Reaction SMILES: CO.[CH2:3]([OH:5])[CH3:4].[C:6]([O:9][CH2:10]C)(=[O:8])[CH3:7].[CH2:12]([OH:15])[CH2:13][CH3:14]>[CH-]=O.[CH-]=O.[C-]#[O+].[C-]#[O+].[C-]#[O+].[C-]#[O+].[C-]#[O+].[C-]#[O+].[Co].[Co+2].C(O)CCC>[CH:6]([O:9][CH3:10])=[O:8].[C:6]([O:9][CH3:10])(=[O:8])[CH3:7].[CH4:3].[C:3]([O:15][CH2:12][CH2:13][CH3:14])(=[O:5])[CH3:4] |f:4.5.6.7.8.9.10.11.12.13|. The solvent is C(CCC)O (butyl alcohol). Isolated yield 0.1%. Yields the product C(=O)OC (methyl formate), C(C)(=O)OC (methyl acetate), C (methane), C(C)(=O)OCCC (propyl acetate). Procedure: Thus in a paper published in Science 113, 206 (1951) Wender, Friedel and Orchin reported that methanol was reacted with synthesis gas (1H2 :1CO) in the presence of dicobalt octacarbonyl as catalyst to produce methyl formate (2%), methyl acetate (9.0%), ethyl alcohol (38.3%), ethyl acetate (6.3%), propyl alcohol (4.7%), butyl alcohol (0.09%), methane (8.5%), propyl acetate (0.1%) and a small amount of unidentified product, the total conversion of methanol being 76.4% over a reaction period of eig... Reactants: IC=1C=C2C(=NC(=NC2=CC1)C=1C=NC=CC1)O (6-iodo-2-(pyridin-3-yl) quinazolin-4-ol), C1=CC=C(C=C1)P(C2=CC=CC=C2)C3=CC=CC=C3 (PPh3), C(C=C)(=O)OC (methyl acrylate), CCN(C(C)C)C(C)C (DIPEA). The reagents and catalysts are CC(=O)[O-].CC(=O)[O-].[Pd+2] (Pd(OAc)2). The solvent is CN(C)C=O (DMF). Run at temperature 110 celsius, time 8 hour. Yields the product OC1=NC(=NC2=CC=C(C=C12)C=CC(=O)OC)C=1C=NC=CC1 (Methyl 3-(4-hydroxy-2-(pyridin-3-yl)quinazolin-6-yl)acrylate). Isolated yield 49.0%. Reaction SMILES: I[C:2]1[CH:3]=[C:4]2[C:9](=[CH:10][CH:11]=1)[N:8]=[C:7]([C:12]1[CH:13]=[N:14][CH:15]=[CH:16][CH:17]=1)[N:6]=[C:5]2[OH:18].C1C=CC(P(C2C=CC=CC=2)C2C=CC=CC=2)=CC=1.[C:38]([O:42][CH3:43])(=[O:41])[CH:39]=[CH2:40].CCN(C(C)C)C(C)C>CN(C=O)C.CC([O-])=O.CC([O-])=O.[Pd+2]>[OH:18][C:5]1[C:4]2[C:9](=[CH:10][CH:11]=[C:2]([CH:40]=[CH:39][C:38]([O:42][CH3:43])=[O:41])[CH:3]=2)[N:8]=[C:7]([C:12]2[CH:13]=[N:14][CH:15]=[CH:16][CH:17]=2)[N:6]=1 |f:5.6.7|. Reported procedure: To a solution of 6-iodo-2-(pyridin-3-yl) quinazolin-4-ol (synthesized as described in Scheme 1 and 4, substituting 5-iodo-2-nitrobenzoic acid for 2-nitro-5-propoxy-benzoic acid) (3.00 g, 8.6 mmol, 1.0 eq.), Pd(OAc)2 (48 mg, 0.21 mmol, 0.025 eq.) and PPh3 (113 mg, 0.43 mmol, 0.05 eq.) in DMF (8 mL) was added methyl acrylate (3.22 g, 25.8 mmol, 3.0 eq.) and DIPEA (1.22 g, 9.46 mmol, 1.1 eq.) under Ar atmosphere. The mixture was stirred at 110° C. overnight. After cooling, the mixture was filtered ... Reactants: C1(CCCCCC1)NNC(=O)OCC1=CC=CC=C1 (Benzyl 2-cycloheptylhydrazinecarboxylate), BrC(C(=O)Br)(C)C (2-bromoisobutyryl bromide). Product: BrC(C(=O)N(NC(=O)OCC1=CC=CC=C1)C1CCCCCC1)(C)C (benzyl 2-(2-bromoisobutyryl)-2-cycloheptylhydrazinecarboxylate). RXN SMILES: [CH:1]1([NH:8][NH:9][C:10]([O:12][CH2:13][C:14]2[CH:19]=[CH:18][CH:17]=[CH:16][CH:15]=2)=[O:11])[CH2:7][CH2:6][CH2:5][CH2:4][CH2:3][CH2:2]1.[Br:20][C:21]([CH3:26])([CH3:25])[C:22](Br)=[O:23]>>[Br:20][C:21]([CH3:26])([CH3:25])[C:22]([N:8]([CH:1]1[CH2:7][CH2:6][CH2:5][CH2:4][CH2:3][CH2:2]1)[NH:9][C:10]([O:12][CH2:13][C:14]1[CH:15]=[CH:16][CH:17]=[CH:18][CH:19]=1)=[O:11])=[O:23]. Reported procedure: Benzyl 2-cycloheptylhydrazinecarboxylate and 2-bromoisobutyryl bromide were used for a similar reaction and treatment as Process 3 of Example 1, and benzyl 2-(2-bromoisobutyryl)-2-cycloheptylhydrazinecarboxylate was obtained as a yellow oil.